Dataset: the Open Reaction Database (ORD), a public repository of structured organic reaction records. Task: describe an organic reaction: reactants, conditions, products, and yield Reactants: CC(C)(C)OC(=O)N1CCC1COc1cncc(OCc2ccccc2)c1, CO. The product is CC(C)(C)OC(=O)N1CCC1COc1cncc(O)c1. Reaction SMILES: [CH2:1]([c:2]1[cH:3][cH:4][cH:5][cH:6][cH:7]1)[O:8][c:9]1[cH:10][c:11]([O:15][CH2:16][CH:17]2[N:18]([C:21](=[O:22])[O:23][C:24]([CH3:25])([CH3:26])[CH3:27])[CH2:19][CH2:20]2)[cH:12][n:13][cH:14]1.[CH3:28][OH:29]>>[OH:8][c:9]1[cH:10][c:11]([O:15][CH2:16][CH:17]2[N:18]([C:21](=[O:22])[O:23][C:24]([CH3:25])([CH3:26])[CH3:27])[CH2:19][CH2:20]2)[cH:12][n:13][cH:14]1. Starting materials: CO, [Na+], COC(=O)CCCN1C(=O)CCC(=O)c2ccccc21, [OH-], O. Product: O=C(O)CCCN1C(=O)CCC(=O)c2ccccc21. RXN SMILES: [CH3:23][OH:24].[Na+:22].[O:1]=[C:2]1[CH2:3][CH2:4][C:5](=[O:20])[c:6]2[c:7]([cH:16][cH:17][cH:18][cH:19]2)[N:8]1[CH2:9][CH2:10][CH2:11][C:12](=[O:13])[O:14][CH3:15].[OH-:21].[OH2:25]>>[O:1]=[C:2]1[CH2:3][CH2:4][C:5](=[O:20])[c:6]2[c:7]([cH:16][cH:17][cH:18][cH:19]2)[N:8]1[CH2:9][CH2:10][CH2:11][C:12](=[O:13])[OH:14].